Dataset: the Open Reaction Database (ORD), a public repository of structured organic reaction records. Task: describe an organic reaction: reactants, conditions, products, and yield Starting materials: CC(C)(C)C(=O)Oc1ccc(C(=O)C(C)(C)C)cc1 (substrate), CC[Si](CC)(CC)B1OC(C)(C)C(C)(C)O1 (effective_coupling_partner). The reagents and catalysts are PCy3. Run at temperature 80 celsius, time 8.5 hour. Product: CC[Si](CC)(CC)c1ccc(C(=O)C(C)(C)C)cc1. The reactants are C([O-])(O)=O.[Na+] (sodium bicarbonate), N1CCC(CC1)ON=C1CCN(CC1)C1=C(C=C(C=C1)S(=O)(=O)C)F (1-(2-Fluoro-4-methanesulfonyl-phenyl)-piperidin-4-one O-piperidin-4-yl-oxime), C([O-])([O-])=O.[Na+].[Na+] (Sodium carbonate), S(=O)(=O)([O-])[O-].[Mg+2] (magnesium sulfate), N#CBr (cyanogen bromide). Run in C(Cl)Cl (DCM), O (water). Run at temperature 0 celsius, time 8 hour. Product: FC1=C(C=CC(=C1)S(=O)(=O)C)N1CCC(CC1)=NOC1CCN(CC1)C#N (4-[1-(2-Fluoro-4-methanesulfonyl-phenyl)-piperidin-4-ylideneaminooxy]-piperidine-1-carbonitrile). Isolated yield 135.6%. Reaction SMILES: C(=O)(O)[O-].[Na+].[NH:6]1[CH2:11][CH2:10][CH:9]([O:12][N:13]=[C:14]2[CH2:19][CH2:18][N:17]([C:20]3[CH:25]=[CH:24][C:23]([S:26]([CH3:29])(=[O:28])=[O:27])=[CH:22][C:21]=3[F:30])[CH2:16][CH2:15]2)[CH2:8][CH2:7]1.[N:31]#[C:32]Br.C(=O)([O-])[O-].[Na+].[Na+].S([O-])([O-])(=O)=O.[Mg+2]>C(Cl)Cl.O>[F:30][C:21]1[CH:22]=[C:23]([S:26]([CH3:29])(=[O:27])=[O:28])[CH:24]=[CH:25][C:20]=1[N:17]1[CH2:18][CH2:19][C:14](=[N:13][O:12][CH:9]2[CH2:10][CH2:11][N:6]([C:32]#[N:31])[CH2:7][CH2:8]2)[CH2:15][CH2:16]1 |f:0.1,4.5.6,7.8|. Procedure: To sodium bicarbonate (34 mg, 0.4 mmol), was added water (17 μL) and 63a (74 mg, 0.2 mmol) in 1 mL of DCM. The mixture was cooled to 0° C. and cyanogen bromide (25 mg, 0.24 mmol) was added. The mixture was stirred at room temperature overnight. Sodium carbonate was added as well as magnesium sulfate and the solids were filtered and rinsed with DCM. The filtrate was concentrated to give 107 mg of 68b.